Dataset: the Open Reaction Database (ORD), a public repository of structured organic reaction records. Task: describe an organic reaction: reactants, conditions, products, and yield Reactants: C=CCON=Cc1cn(Cc2ccccc2)c2ccccc12, B1C2CCCC1CCC2, [Na+], C1CCOC1, [OH-], OO. The product is OCCCON=Cc1cn(Cc2ccccc2)c2ccccc12. RXN SMILES: [CH2:1]([CH:2]=[CH2:3])[O:4][N:5]=[CH:6][c:7]1[cH:8][n:9]([CH2:16][c:17]2[cH:18][cH:19][cH:20][cH:21][cH:22]2)[c:10]2[cH:11][cH:12][cH:13][cH:14][c:15]12.[CH:23]12[CH2:24][CH2:25][CH2:26][CH:27]([BH:28]1)[CH2:29][CH2:30][CH2:31]2.[Na+:35].[O:36]1[CH2:37][CH2:38][CH2:39][CH2:40]1.[OH-:34].[OH:32][OH:33]>>[CH2:1]([CH2:2][CH2:3][OH:32])[O:4][N:5]=[CH:6][c:7]1[cH:8][n:9]([CH2:16][c:17]2[cH:18][cH:19][cH:20][cH:21][cH:22]2)[c:10]2[cH:11][cH:12][cH:13][cH:14][c:15]12.